Dataset: the Open Reaction Database (ORD), a public repository of structured organic reaction records. Task: describe an organic reaction: reactants, conditions, products, and yield Reactants: [H-].[H-].C[CH2-].C[CH2-].[Na+].[Al+3] (sodium diethyldihydroaluminate), C1(CCCCC1)N (cyclohexylamine), solution, COC(CCCCN(CCOC1=C(C=CC=C1)OC)CC1=CC=CC=C1)=O (methyl-5-[benzyl{2-(2-methoxyphenoxy)ethyl}amino]pentanoate), C(C)(=O)O (acetic acid). Run in C1(=CC=CC=C1)C (toluene), C1(=CC=CC=C1)C (toluene), C1(=CC=CC=C1)C (toluene). Conditions: temperature 110 celsius, time 18 hour. Product: C1(CCCCC1)NC(CCCCN(CCOC1=C(C=CC=C1)OC)CC1=CC=CC=C1)=O (N-cyclohexyl-5-[benzyl{2-(2-methoxyphenoxy)ethyl}amino]pentanamide). Yield: 47.0%. Reaction SMILES: [H-].[H-].C[CH2-].C[CH2-].[Na+].[Al+3].[CH:9]1([NH2:15])[CH2:14][CH2:13][CH2:12][CH2:11][CH2:10]1.C[O:17][C:18](=O)[CH2:19][CH2:20][CH2:21][CH2:22][N:23]([CH2:35][C:36]1[CH:41]=[CH:40][CH:39]=[CH:38][CH:37]=1)[CH2:24][CH2:25][O:26][C:27]1[CH:32]=[CH:31][CH:30]=[CH:29][C:28]=1[O:33][CH3:34].C(O)(=O)C>C1(C)C=CC=CC=1>[CH:9]1([NH:15][C:18](=[O:17])[CH2:19][CH2:20][CH2:21][CH2:22][N:23]([CH2:35][C:36]2[CH:41]=[CH:40][CH:39]=[CH:38][CH:37]=2)[CH2:24][CH2:25][O:26][C:27]2[CH:32]=[CH:31][CH:30]=[CH:29][C:28]=2[O:33][CH3:34])[CH2:14][CH2:13][CH2:12][CH2:11][CH2:10]1 |f:0.1.2.3.4.5|. Procedure details: A solution of sodium diethyldihydroaluminate (4.44 ml, 8.9 mmole) in a concentration of 2 moles per liter in toluene, is added to a solution of cyclohexylamine (1.76 g, 2.03 ml, 18 mmole) in anhydrous toluene (60 ml). The reaction mixture is heated to 110° C. for 1 hour, then a solution of methyl-5-[benzyl{2-(2-methoxyphenoxy)ethyl}amino]pentanoate (6 g, 16 mmole) in toluene (25 ml) is added dropwise. The mixture is heated under reflux for 3 hours and left for 18 hours at 20° C., then neutralise... The reactants are F (hydrofluoric acid), [Si](C)(C)(C(C)(C)C)OCC[C@@H](\C(=C\C=1N=C(SC1)C)\C)O[Si](C)(C)C(C)(C)C ((S,4E)-1,3-Di-(tert-butyldimethylsilyloxy)-4-methyl-5-(2-methylthiazol-4-yl)-pent-4-ene), F (hydrofluoric acid), C([O-])(O)=O.[Na+] (sodium bicarbonate), C([O-])(O)=O.[Na+] (sodium bicarbonate), glass, O (water). Solvent: C(C)OCC (diethyl ether), C(C)#N (acetonitrile). Reaction conditions: temperature 0 celsius, time 2 hour. The product is [Si](C)(C)(C(C)(C)C)O[C@@H](CCO)\C(=C\C=1N=C(SC1)C)\C ((S,4E)-3-(tert-butyldimethylsilyloxy)-1-hydroxy-4-methyl-5-(2-methylthiazol-4-yl)-pent-4-ene). Isolated yield 84.0%. As a reaction SMILES: F.[Si]([O:9][CH2:10][CH2:11][C@H:12]([O:22][Si:23]([C:26]([CH3:29])([CH3:28])[CH3:27])([CH3:25])[CH3:24])/[C:13](/[CH3:21])=[CH:14]/[C:15]1[N:16]=[C:17]([CH3:20])[S:18][CH:19]=1)(C(C)(C)C)(C)C.C(=O)(O)[O-].[Na+].O>C(OCC)C.C(#N)C>[Si:23]([O:22][C@H:12](/[C:13](/[CH3:21])=[CH:14]/[C:15]1[N:16]=[C:17]([CH3:20])[S:18][CH:19]=1)[CH2:11][CH2:10][OH:9])([C:26]([CH3:28])([CH3:29])[CH3:27])([CH3:25])[CH3:24] |f:2.3|. Procedure: 20 ml of aqueous hydrofluoric acid (40%) at 0° C. is added to a vigorously stirred solution of (S,4E)-1,3-di-(tert-butyldimethylsilyloxy)-4-methyl-5-(2-methylthiazol-4-yl)-pent-4-ene 15 (13.255 g, 30.0 mmol) in 120 ml of diethyl ether and 120 ml of acetonitrile. Finely ground splinters of glass (133 mg) are added and the mixture is stirred for 2 h at 0° C. and analyzed by tic. If starting material can still be detected another portion of hydrofluoric acid (20 ml) is added and stirring is continu... Reactants: CCCCCC (hexane), ClC=1C=C(COC2=CN=CC(=N2)N2CCNCC2)C=CC1 (6′-(3-chloro-benzyloxy)-3,4,5,6-tetrahydro-2H-[1,2′]bipyrazinyl), Cl (HCl). The solvent is C(Cl)Cl (CH2Cl2), CCOCC (ether). The product is Cl.ClC=1C=C(COC2=CN=CC(=N2)N2CCNCC2)C=CC1 (6′-(3-Chloro-benzyloxy)-3,4,5,6-tetrahydro-2H-[1,2′]bipyrazinyl, hydrochloride). As a reaction SMILES: [Cl:1][C:2]1[CH:3]=[C:4]([CH:19]=[CH:20][CH:21]=1)[CH2:5][O:6][C:7]1[N:12]=[C:11]([N:13]2[CH2:18][CH2:17][NH:16][CH2:15][CH2:14]2)[CH:10]=[N:9][CH:8]=1.Cl.CCCCCC>C(Cl)Cl.CCOCC>[ClH:1].[Cl:1][C:2]1[CH:3]=[C:4]([CH:19]=[CH:20][CH:21]=1)[CH2:5][O:6][C:7]1[N:12]=[C:11]([N:13]2[CH2:14][CH2:15][NH:16][CH2:17][CH2:18]2)[CH:10]=[N:9][CH:8]=1 |f:5.6|. Reported procedure: To a solution of 6′-(3-chloro-benzyloxy)-3,4,5,6-tetrahydro-2H-[1,2′]bipyrazinyl (1-A) in CH2Cl2 (4 mL) was added dropwise 1M HCl in ether (1.5 mL) and then hexane (4 mL) was added. The solid was collected and dried to give the hydrochloride salt (1-B) (300 mg). Reactants: C(C)(=O)OC1=CC=2C[C@H]([C@H]3[C@@H]4CC[C@@H]([C@@]4(C)C[C@@H]([C@@H]3C2C=C1)O[N+](=O)[O-])OC(C)=O)CCCCCCCCCS(=O)(=O)CCCC(C(F)(F)F)(F)F (3,17β-diacetyloxy-11β-nitrooxy-7α-(9-[4,4,5,5,5-pentafluoropentane-sulfonyl]-nonyl)-estra-1,3,5(10)-triene), [OH-].[K+] (potassium hydroxide). Run in CO (methanol). Run at time 4 hour. Yields the product [N+](=O)([O-])O[C@@H]1[C@@H]2C=3C=CC(=CC3C[C@H]([C@H]2[C@@H]2CC[C@@H]([C@@]2(C)C1)O)CCCCCCCCCS(=O)(=O)CCCC(C(F)(F)F)(F)F)O (11β-Nitrooxy-7α-(9-[4,4,5,5,5-pentafluoropentanesulfonyl]-nonyl)-estra-1,3,5(10)-triene-3,17β-diol). RXN SMILES: C([O:4][C:5]1[CH:22]=[CH:21][C:20]2[C@@H:19]3[C@H:10]([C@H:11]4[C@@:15]([CH2:17][C@@H:18]3[O:23][N+:24]([O-:26])=[O:25])([CH3:16])[C@@H:14]([O:27]C(=O)C)[CH2:13][CH2:12]4)[C@H:9]([CH2:31][CH2:32][CH2:33][CH2:34][CH2:35][CH2:36][CH2:37][CH2:38][CH2:39][S:40]([CH2:43][CH2:44][CH2:45][C:46]([F:52])([F:51])[C:47]([F:50])([F:49])[F:48])(=[O:42])=[O:41])[CH2:8][C:7]=2[CH:6]=1)(=O)C.[OH-].[K+]>CO>[N+:24]([O:23][C@H:18]1[CH2:17][C@@:15]2([CH3:16])[C@@H:11]([CH2:12][CH2:13][C@@H:14]2[OH:27])[C@H:10]2[C@H:19]1[C:20]1[CH:21]=[CH:22][C:5]([OH:4])=[CH:6][C:7]=1[CH2:8][C@H:9]2[CH2:31][CH2:32][CH2:33][CH2:34][CH2:35][CH2:36][CH2:37][CH2:38][CH2:39][S:40]([CH2:43][CH2:44][CH2:45][C:46]([F:52])([F:51])[C:47]([F:48])([F:49])[F:50])(=[O:41])=[O:42])([O-:26])=[O:25] |f:1.2|. Reported procedure: For saponification, 1.0 g of 3,17β-diacetyloxy-11β-nitrooxy-7α-(9-[4,4,5,5,5-pentafluoropentane-sulfonyl]-nonyl)-estra-1,3,5(10)-triene is dissolved in 50 ml of methanol, mixed with 20 ml of 3% methanolic potassium hydroxide solution and allowed to stand for 4 hours at room temperature. Starting materials: Cc1ccc(N(C)S(=O)(=O)c2cccnc2Cl)c2[nH]c(C(=O)NCC(CN3CCOCC3)SCc3ccccc3)cc12, CSC, CC#N, O=S(=O)(OS(=O)(=O)C(F)(F)F)C(F)(F)F, [Na+], O=C([O-])O, O=P(c1ccccc1)(c1ccccc1)c1ccccc1. Yields the product Cc1ccc(N(C)S(=O)(=O)c2cccnc2Cl)c2[nH]c(C3=NCC(CN4CCOCC4)S3)cc12. Reaction SMILES: [CH2:36]([c:38]1[cH:39][cH:40][cH:41][cH:42][cH:48]1)[S:43][CH:44]([CH2:45][NH:46][C:47](=[O:37])[c:49]1[nH:50][c:51]2[c:52]([N:59]([CH3:60])[S:61](=[O:62])(=[O:63])[c:64]3[c:65]([Cl:70])[n:66][cH:67][cH:68][cH:69]3)[cH:53][cH:54][c:55]([CH3:58])[c:56]2[cH:57]1)[CH2:71][N:72]1[CH2:73][CH2:74][O:75][CH2:76][CH2:77]1.[CH3:78][S:79][CH3:80].[CH3:86][C:87]#[N:88].[F:21][C:22]([S:23]([O:24][S:25]([C:26]([F:27])([F:28])[F:29])(=[O:30])=[O:31])(=[O:32])=[O:33])([F:34])[F:35].[Na+:81].[OH:82][C:83](=[O:84])[O-:85].[c:1]1([P:2](=[O:3])([c:4]2[cH:5][cH:6][cH:7][cH:8][cH:9]2)[c:10]2[cH:11][cH:12][cH:13][cH:14][cH:15]2)[cH:16][cH:17][cH:18][cH:19][cH:20]1>>[S:43]1[CH:44]([CH2:71][N:72]2[CH2:73][CH2:74][O:75][CH2:76][CH2:77]2)[CH2:45][N:46]=[C:47]1[c:49]1[nH:50][c:51]2[c:52]([N:59]([CH3:60])[S:61](=[O:62])(=[O:63])[c:64]3[c:65]([Cl:70])[n:66][cH:67][cH:68][cH:69]3)[cH:53][cH:54][c:55]([CH3:58])[c:56]2[cH:57]1. Reactants: OC1=C(C=CC(=C1)Cl)C=1OC(=C(N1)CCC(=O)C1=CC(=C(C=C1)O)C)C(C)C (3-[2-(2-hydroxy-4-chlorophenyl)-5-isopropyl-4-oxazolyl]-1-(3-methyl-4-hydroxyphenyl)propan-1-one), BrC(C(=O)OCC)(C)C (ethyl 2-bromo-2-methylpropionate), C([O-])([O-])=O.[K+].[K+] (potassium carbonate). Solvent: C(C)C(=O)C (methyl ethyl ketone). The product is OC1=C(C=CC(=C1)Cl)C=1OC(=C(N1)CCC(=O)C1=CC(=C(OC(C(=O)OCC)(C)C)C=C1)C)C(C)C (Ethyl 2-[4-[3-[2-(2-hydroxy-4-chlorophenyl)-5-isopropyl-4-oxazolyl]propionyl]-2-methylphenoxy]-2-methylpropionate). Yield: 42.5%. RXN SMILES: [OH:1][C:2]1[CH:7]=[C:6]([Cl:8])[CH:5]=[CH:4][C:3]=1[C:9]1[O:10][C:11]([CH:26]([CH3:28])[CH3:27])=[C:12]([CH2:14][CH2:15][C:16]([C:18]2[CH:23]=[CH:22][C:21]([OH:24])=[C:20]([CH3:25])[CH:19]=2)=[O:17])[N:13]=1.Br[C:30]([CH3:37])([CH3:36])[C:31]([O:33][CH2:34][CH3:35])=[O:32].C(=O)([O-])[O-].[K+].[K+]>C(C(C)=O)C>[OH:1][C:2]1[CH:7]=[C:6]([Cl:8])[CH:5]=[CH:4][C:3]=1[C:9]1[O:10][C:11]([CH:26]([CH3:28])[CH3:27])=[C:12]([CH2:14][CH2:15][C:16]([C:18]2[CH:23]=[CH:22][C:21]([O:24][C:30]([CH3:37])([CH3:36])[C:31]([O:33][CH2:34][CH3:35])=[O:32])=[C:20]([CH3:25])[CH:19]=2)=[O:17])[N:13]=1 |f:2.3.4|. Procedure: In methyl ethyl ketone (10 mL), 3-[2-(2-hydroxy-4-chlorophenyl)-5-isopropyl-4-oxazolyl]-1-(3-methyl-4-hydroxyphenyl)propan-1-one (150 mg, 0.38 mmol), ethyl 2-bromo-2-methylpropionate (146 mg, 0.75 mmol) and potassium carbonate (103 mg, 0.75 mmol) were suspended. The suspension was refluxed for 20 hours, and allowed to room temperature. After insoluble was filtered off, the mixture was washed with methyl ethyl ketone to removed the solvent. The residue was purified by column chromatography on sil... Reactants: CC=1NC=CN1 (2-methylimidazole), ClC=1N=C(C2=C(N1)SC(=C2C)C)NCC2=CC(=C(C=C2)Cl)Cl (2-chloro-5,6-dimethyl-4-(3,4-dichlorobenzylamino)-thieno-[2,3-d]-pyrimidine). Yields the product CC=1N(C=CN1)C=1N=C(C2=C(N1)SC(=C2C)C)NCC2=CC(=C(C=C2)Cl)Cl (2-(2-methylimidazol-1-yl)-5,6-dimethyl-4-(3,4-dichlorobenzylamino)-thieno-[2,3-d]-pyrimidine). Reaction SMILES: [CH3:1][C:2]1[NH:3][CH:4]=[CH:5][N:6]=1.Cl[C:8]1[N:9]=[C:10]([NH:19][CH2:20][C:21]2[CH:26]=[CH:25][C:24]([Cl:27])=[C:23]([Cl:28])[CH:22]=2)[C:11]2[C:16]([CH3:17])=[C:15]([CH3:18])[S:14][C:12]=2[N:13]=1>>[CH3:1][C:2]1[N:3]([C:8]2[N:9]=[C:10]([NH:19][CH2:20][C:21]3[CH:26]=[CH:25][C:24]([Cl:27])=[C:23]([Cl:28])[CH:22]=3)[C:11]3[C:16]([CH3:17])=[C:15]([CH3:18])[S:14][C:12]=3[N:13]=2)[CH:4]=[CH:5][N:6]=1. Procedure: Following the procedure of Example 97, the reaction of 2-methylimidazole with 2-chloro-5,6-dimethyl-4-(3,4-dichlorobenzylamino)-thieno-[2,3-d]-pyrimidine gives 2-(2-methylimidazol-1-yl)-5,6-dimethyl-4-(3,4-dichlorobenzylamino)-thieno-[2,3-d]-pyrimidine. The reactants are C(C)(C)(C)OC(=O)N[C@@H](CC1=CC=C(C=C1)C1=CC=C(C=C1)C(=O)OC)C(=O)N1C[Si](C[C@H]1C(N[C@@H]1CCCC2=CC=CC=C12)=O)(C)C (methyl 4′-((S)-2-((tert-butoxycarbonyl)amino)-3-((R)-3,3-dimethyl-5-(((R)-1,2,3,4-tetrahydronaphthalen-1-yl)carbamoyl)-1,3-azasilolidin-1-yl)-3-oxopropyl)-[1,1′-biphenyl]-4-carboxylate), Cl (HCl). Run in C(Cl)Cl (DCM). Conditions: time 3 hour. Yields the product N[C@@H](CC1=CC=C(C=C1)C1=CC=C(C=C1)C(=O)OC)C(=O)N1C[Si](C[C@H]1C(N[C@@H]1CCCC2=CC=CC=C12)=O)(C)C (Methyl 4′-((S)-2-amino-3-((R)-3,3-dimethyl-5-(((R)-1,2,3,4-tetrahydronaphthalen-1-yl)carbamoyl)-1,3-azasilolidin-1-yl)-3-oxopropyl)-[1,1′-biphenyl]-4-carboxylate), Cl (HCl). Isolated yield 1523.7%. Reaction SMILES: C(OC([NH:8][C@H:9]([C:27]([N:29]1[C@H:33]([C:34](=[O:46])[NH:35][C@H:36]2[C:45]3[C:40](=[CH:41][CH:42]=[CH:43][CH:44]=3)[CH2:39][CH2:38][CH2:37]2)[CH2:32][Si:31]([CH3:48])([CH3:47])[CH2:30]1)=[O:28])[CH2:10][C:11]1[CH:16]=[CH:15][C:14]([C:17]2[CH:22]=[CH:21][C:20]([C:23]([O:25][CH3:26])=[O:24])=[CH:19][CH:18]=2)=[CH:13][CH:12]=1)=O)(C)(C)C.[ClH:49]>C(Cl)Cl>[NH2:8][C@H:9]([C:27]([N:29]1[C@H:33]([C:34](=[O:46])[NH:35][C@H:36]2[C:45]3[C:40](=[CH:41][CH:42]=[CH:43][CH:44]=3)[CH2:39][CH2:38][CH2:37]2)[CH2:32][Si:31]([CH3:48])([CH3:47])[CH2:30]1)=[O:28])[CH2:10][C:11]1[CH:16]=[CH:15][C:14]([C:17]2[CH:18]=[CH:19][C:20]([C:23]([O:25][CH3:26])=[O:24])=[CH:21][CH:22]=2)=[CH:13][CH:12]=1.[ClH:49]. Reported procedure: To a solution of methyl 4′-((S)-2-((tert-butoxycarbonyl)amino)-3-((R)-3,3-dimethyl-5-(((R)-1,2,3,4-tetrahydronaphthalen-1-yl)carbamoyl)-1,3-azasilolidin-1-yl)-3-oxopropyl)-[1,1′-biphenyl]-4-carboxylate (30 mg, 0.045 mmol) in DCM (2 mL) was added HCl (4.0 M solution in dioxane) (0.34 mL, 1.34 mmol). The reaction mixture was stirred at rt for 3 h. The reaction mixture was concentrated in vacuo to give the title compound HCl salt as a light yellow solid (25 mg, 92%). MS(ESI+) m/z 570.5 (M+H)+.